Dataset: the Open Reaction Database (ORD), a public repository of structured organic reaction records. Task: describe an organic reaction: reactants, conditions, products, and yield Reactants: CC1=CC=CC(=N1)C(=O)NC1=C2C=NN(C2=CC(=C1)C1=C2C(=NC=C1)N(C=C2)S(=O)(=O)C2=CC=C(C=C2)C)C (6-methyl-N-(1-methyl-6-{1-[(4-methylphenyl)sulfonyl]-1H-pyrrolo[2,3-b]pyridin-4-yl}-1H-indazol-4-yl)-2-pyridinecarboxamide), C[Si]([O-])(C)C.[K+] (potassium trimethyl silanolate), CC1=CC=CC(=N1)C(=O)O (6-methyl-2-pyridinecarboxylic acid), resultant mixture, CC1=CC=CC(=N1)C(=O)O (6-Methyl-2-pyridinecarboxylic acid), ClC(=C(C)C)N(C)C ((1-chloro-2-methyl-1-propen-1-yl)dimethylamine), ClC(=C(C)C)N(C)C ((1-chloro-2-methyl-1-propen-1-yl)dimethylamine), C[Si]([O-])(C)C.[K+] (potassium trimethyl silanolate), resultant mixture, ClC(=C(C)C)N(C)C ((1-chloro-2-methyl-1-propen-1-yl)dimethylamine), CC1=CC=CC(=N1)C(=O)O (6-methyl-2-pyridinecarboxylic acid), CN1N=CC=2C(=CC(=CC12)C1=C2C(=NC=C1)N(C=C2)S(=O)(=O)C2=CC=C(C=C2)C)N (1-methyl-6-{1-[(4-methylphenyl)sulfonyl]-1H-pyrrolo[2,3-b]pyridin-4-yl}-1H-indazol-4-amine), N1=CC=CC=C1 (pyridine). Solvent: C1CCOC1 (THF), ClCCl (dichloromethane), ClCCl (dichloromethane), ClCCl (dichloromethane), ClCCl (dichloromethane). Reaction conditions: temperature 50 celsius, time 10 minute. Yields the product CC1=CC=CC(=N1)C(=O)NC1=C2C=NN(C2=CC(=C1)C1=C2C(=NC=C1)NC=C2)C (6-Methyl-N-[1-methyl-6-(1H-pyrrolo[2,3-b]pyridin-4-yl)-1H-indazol-4-yl]-2-pyridinecarboxamide). Isolated yield 14.9%. RXN SMILES: CC1N=C(C(O)=O)C=CC=1.ClC(N(C)C)=C(C)C.CN1C2C=C(C3C=CN=C4N(S(C5C=CC(C)=CC=5)(=O)=O)C=CC=34)C=C(N)C=2C=N1.N1C=CC=CC=1.[CH3:55][C:56]1[N:61]=[C:60]([C:62]([NH:64][C:65]2[CH:73]=[C:72]([C:74]3[CH:79]=[CH:78][N:77]=[C:76]4[N:80](S(C5C=CC(C)=CC=5)(=O)=O)[CH:81]=[CH:82][C:75]=34)[CH:71]=[C:70]3[C:66]=2[CH:67]=[N:68][N:69]3[CH3:93])=[O:63])[CH:59]=[CH:58][CH:57]=1.C[Si](C)(C)[O-].[K+]>ClCCl.C1COCC1>[CH3:55][C:56]1[N:61]=[C:60]([C:62]([NH:64][C:65]2[CH:73]=[C:72]([C:74]3[CH:79]=[CH:78][N:77]=[C:76]4[NH:80][CH:81]=[CH:82][C:75]=34)[CH:71]=[C:70]3[C:66]=2[CH:67]=[N:68][N:69]3[CH3:93])=[O:63])[CH:59]=[CH:58][CH:57]=1 |f:5.6|. Reported procedure: 6-Methyl-2-pyridinecarboxylic acid (32 mg, 0.234 mmol) and (1-chloro-2-methyl-1-propen-1-yl)dimethylamine (0.031 mL, 0.234 mmol) were added to dichloromethane (5 mL) and stirred for 10 minutes. This mixture was added to a stirred solution of 1-methyl-6-{1-[(4-methylphenyl)sulfonyl]-1H-pyrrolo[2,3-b]pyridin-4-yl}-1H-indazol-4-amine (75 mg, 0.180 mmol) and pyridine (0.029 mL, 0.359 mmol) in dichloromethane (5 mL) under nitrogen and stirred for 7 days. Only starting material remained so using a new... The reactants are CC1C(C(CC1)=CC1=CC=C(C=C1)Cl)=O (2-methyl-5-(4-chlorobenzylidene)-cyclopentanone), stainless steel, CCl (methyl chloride), [OH-].[K+] (potassium hydroxide), [I-].[K+] (potassium iodide). Solvent: C(C)(C)(C)O (tert-butanol). Run at time 23 hour. Product: CC1(C(C(CC1)=CC1=CC=C(C=C1)Cl)=O)C (2,2-Dimethyl-5-(4-chlorobenzylidene)-cyclopentanone). Yield: 100.1%. As a reaction SMILES: [CH3:1][CH:2]1[CH2:6][CH2:5][C:4](=[CH:7][C:8]2[CH:13]=[CH:12][C:11]([Cl:14])=[CH:10][CH:9]=2)[C:3]1=[O:15].[OH-].[K+].[I-].[K+].[CH3:20]Cl>C(O)(C)(C)C>[CH3:1][C:2]1([CH3:20])[CH2:6][CH2:5][C:4](=[CH:7][C:8]2[CH:9]=[CH:10][C:11]([Cl:14])=[CH:12][CH:13]=2)[C:3]1=[O:15] |f:1.2,3.4|. Procedure details: 106 g of 2-methyl-5-(4-chlorobenzylidene)-cyclopentanone, 49.5 g of 85% strength aqueous potassium hydroxide solution, 8.3 g of potassium iodide and 400 g of tert-butanol were weighed in succession into a 700 ml stainless steel autoclave, and 50.5 g of methyl chloride were injected at 20° C. The mixture was stirred at room temperature for 23 hours and then 300 ml of tert-butanol were distilled off at 20 mbar up to an overhead temperature of max. 50° C. 400 ml of water were added to the residue, ... Starting materials: ClC=1C=C(C=CC1)C(N1CCNCC1)C1=CC=CC=C1 (1-[(3-Chlorophenyl)phenylmethyl]piperazine), C1(CC1)NS(=O)(=O)CCCCCCCl (N-cyclopropyl-6-chlorohexanesulfonamide). The solvent is C(C)N(C(C)C)C(C)C (N-ethyldiisopropylamine). Product: C1(CC1)NS(=O)(=O)CCCCCCN1CCN(CC1)C(C1=CC=CC=C1)C1=CC(=CC=C1)Cl (N-cyclopropyl-6-[4-[(3-chlorophenyl)phenylmethyl]-1-piperazinyl]hexanesulfonamide). Yield: 95.0%. RXN SMILES: [Cl:1][C:2]1[CH:3]=[C:4]([CH:8]([C:15]2[CH:20]=[CH:19][CH:18]=[CH:17][CH:16]=2)[N:9]2[CH2:14][CH2:13][NH:12][CH2:11][CH2:10]2)[CH:5]=[CH:6][CH:7]=1.[CH:21]1([NH:24][S:25]([CH2:28][CH2:29][CH2:30][CH2:31][CH2:32][CH2:33]Cl)(=[O:27])=[O:26])[CH2:23][CH2:22]1>C(N(C(C)C)C(C)C)C>[CH:21]1([NH:24][S:25]([CH2:28][CH2:29][CH2:30][CH2:31][CH2:32][CH2:33][N:12]2[CH2:11][CH2:10][N:9]([CH:8]([C:4]3[CH:5]=[CH:6][CH:7]=[C:2]([Cl:1])[CH:3]=3)[C:15]3[CH:20]=[CH:19][CH:18]=[CH:17][CH:16]=3)[CH2:14][CH2:13]2)(=[O:27])=[O:26])[CH2:23][CH2:22]1. Reported procedure: 1-[(3-Chlorophenyl)phenylmethyl]piperazine (543.7 mg, 1.90 mmol) and N-cyclopropyl-6-chlorohexanesulfonamide (500 mg, 2.09 mmol) were refluxed in N-ethyldiisopropylamine (2 ml) for 4 hours. The reaction mixture was concentrated in vacuo, and water was added thereto. The mixture was extracted with chloroform. The chloroform layer was washed with water, and dried over anhydrous magnesium sulfate. Subsequently, the solvent was removed by evaporation in vacuo. The resulting crude product was purifie... Starting materials: O=C([O-])[O-], CC(C)N1CCNCC1, COc1cc(Br)c(F)cc1[N+](=O)[O-], CCOC(C)=O, [Cs+], [Cs+], C1COCCO1, O=C(C=Cc1ccccc1)C=Cc1ccccc1, O=C(C=Cc1ccccc1)C=Cc1ccccc1, O=C(C=Cc1ccccc1)C=Cc1ccccc1, O, [Pd], [Pd]. Yields the product COc1cc(N2CCN(C(C)C)CC2)c(F)cc1[N+](=O)[O-]. As a reaction SMILES: [C:23](=[O:24])([O-:25])[O-:26].[CH3:14][CH:15]([CH3:16])[N:17]1[CH2:18][CH2:19][NH:20][CH2:21][CH2:22]1.[CH3:1][O:2][c:3]1[c:4]([N+:11](=[O:12])[O-:13])[cH:5][c:6]([F:10])[c:7]([Br:9])[cH:8]1.[CH3:29][CH2:30][O:31][C:32](=[O:33])[CH3:34].[Cs+:27].[Cs+:28].[O:35]1[CH2:36][CH2:37][O:38][CH2:39][CH2:40]1.[O:43]=[C:44]([CH:45]=[CH:46][c:47]1[cH:48][cH:49][cH:50][cH:51][cH:52]1)[CH:53]=[CH:54][c:55]1[cH:56][cH:57][cH:58][cH:59][cH:60]1.[O:61]=[C:62]([CH:63]=[CH:64][c:65]1[cH:66][cH:67][cH:68][cH:69][cH:70]1)[CH:71]=[CH:72][c:73]1[cH:74][cH:75][cH:76][cH:77][cH:78]1.[O:79]=[C:80]([CH:81]=[CH:82][c:83]1[cH:84][cH:85][cH:86][cH:87][cH:88]1)[CH:89]=[CH:90][c:91]1[cH:92][cH:93][cH:94][cH:95][cH:96]1.[OH2:97].[Pd:41].[Pd:42]>>[CH3:1][O:2][c:3]1[c:4]([N+:11](=[O:12])[O-:13])[cH:5][c:6]([F:10])[c:7]([N:20]2[CH2:19][CH2:18][N:17]([CH:15]([CH3:14])[CH3:16])[CH2:22][CH2:21]2)[cH:8]1. Reactants: C(C)N1N=CC(=C1O)C(=O)C=1C=C2C(CCSC2=CC1)=O (6-(1-ethyl-5-hydroxypyrazol-4-yl)carbonylthiochroman-4-one), OO (hydrogen peroxide), C(C)(=O)O (acetic acid), S(=O)(O)[O-].[Na+] (sodium hydrogensulfite), OO (hydrogen peroxide). The solvent is O (water). Conditions: temperature 60 celsius. Yields the product C(C)N1N=CC(=C1O)C(=O)C=1C=C2C(CCS(C2=CC1)(=O)=O)=O (6-(1-Ethyl-5-hydroxypyrazol-4-yl)carbonylthiochroman-4-one-1,1-dioxide). As a reaction SMILES: [CH2:1]([N:3]1[C:7]([OH:8])=[C:6]([C:9]([C:11]2[CH:12]=[C:13]3[C:18](=[CH:19][CH:20]=2)S[CH2:16][CH2:15][C:14]3=[O:21])=[O:10])[CH:5]=[N:4]1)[CH3:2].OO.C(O)(=O)C.[S:28]([O-:31])(O)=[O:29].[Na+]>O>[CH2:1]([N:3]1[C:7]([OH:8])=[C:6]([C:9]([C:11]2[CH:12]=[C:13]3[C:18](=[CH:19][CH:20]=2)[S:28](=[O:31])(=[O:29])[CH2:16][CH2:15][C:14]3=[O:21])=[O:10])[CH:5]=[N:4]1)[CH3:2] |f:3.4|. Reported procedure: 1.0 Gram (3.31 mmol) of 6-(1-ethyl-5-hydroxypyrazol-4-yl)carbonylthiochroman-4-one and 0.83 g (7.28 mmol) of a 30 wt % hydrogen peroxide aqueous solution were added to 3 ml of glacial acetic acid, and then stirred under heat of 60° C. for 2.5 hours. While the reaction mixture was cooled in an ice bath after allowed to cool, a 1 wt % sodium hydrogensulfite aqueous solution was added to decompose excess hydrogen peroxide, and then the reaction mixture was diluted with water. A precipitated solid w... The reactants are CN(C1=NC(=CC=C1)N)C1CCN(CC1)C (N-methyl-N-(1-methyl-piperidin-4-yl)-pyridine-2,6-diamine), Cl.C(C1=CC=NC=C1)(=O)Cl (isonicotinoyl chloride hydrochloride). The solvent is N1=CC=CC=C1 (pyridine). Yields the product Cl.CN(C1=CC=CC(=N1)NC(C1=CC=NC=C1)=O)C1CCN(CC1)C (N-(6-(Methyl-(1-methylpiperidin-4-yl)amino)pyridin-2-yl)isonicotinamide hydrochloride). Isolated yield 86.0%. Reaction SMILES: [CH3:1][N:2]([CH:10]1[CH2:15][CH2:14][N:13]([CH3:16])[CH2:12][CH2:11]1)[C:3]1[CH:8]=[CH:7][CH:6]=[C:5]([NH2:9])[N:4]=1.Cl.[C:18]([Cl:26])(=[O:25])[C:19]1[CH:24]=[CH:23][N:22]=[CH:21][CH:20]=1>N1C=CC=CC=1>[ClH:26].[CH3:1][N:2]([CH:10]1[CH2:15][CH2:14][N:13]([CH3:16])[CH2:12][CH2:11]1)[C:3]1[N:4]=[C:5]([NH:9][C:18](=[O:25])[C:19]2[CH:24]=[CH:23][N:22]=[CH:21][CH:20]=2)[CH:6]=[CH:7][CH:8]=1 |f:1.2,4.5|. Procedure details: Prepare according to procedure in Example 69 starting with N-methyl-N-(1-methyl-piperidin-4-yl)-pyridine-2,6-diamine (Preparation 34) (175 mg, 0.794 mmol), isonicotinoyl chloride hydrochloride (212 mg, 1.19 mmol), and pyridine (15 mL) to yield 247 mg (86%) of the title compound: mass spectrum (ion spray): m/z=326.1 (M+1); Analysis Calcd for C18H24N5OCl.0.5H2O: C, 58.29; H, 6.79; N, 18.88. Found: C, 58.49; H, 6.79; N, 19.22. mp 274–7° C.